Dataset: the Open Reaction Database (ORD), a public repository of structured organic reaction records. Task: describe an organic reaction: reactants, conditions, products, and yield Starting materials: C(C1=CC=CC=C1)N1CCN(CC1)C1(CCCCC1)C#N (1-benzyl-4-(1 cyanocyclohexyl)piperazine), BrC1=CC=CC=C1 (bromobenzene), [Mg] (magnesium), II (iodine). The reagents and catalysts are BrCCBr (1,2 dibromoethane). Solvent: O1CCCC1 (tetrahydrofuran). Conditions: time 23 hour. Product: C(C1=CC=CC=C1)N1CCN(CC1)C1(CCCCC1)C1=CC=CC=C1 (benzyl-4-(1-phenylcyclohexyl)piperazine). Reaction SMILES: Br[C:2]1[CH:7]=[CH:6][CH:5]=[CH:4][CH:3]=1.[Mg].II.[CH2:11]([N:18]1[CH2:23][CH2:22][N:21]([C:24]2([C:30]#N)[CH2:29][CH2:28][CH2:27][CH2:26][CH2:25]2)[CH2:20][CH2:19]1)C1C=CC=CC=1>O1CCCC1.BrCCBr>[CH2:11]([N:18]1[CH2:19][CH2:20][N:21]([C:24]2([C:30]3[CH:6]=[CH:7][CH:2]=[CH:3][CH:4]=3)[CH2:25][CH2:26][CH2:27][CH2:28][CH2:29]2)[CH2:22][CH2:23]1)[C:2]1[CH:7]=[CH:6][CH:5]=[CH:4][CH:3]=1. Procedure: To bromobenzene (0.6 g) and magnesium turnings (0.2 g) in 30 mL dry tetrahydrofuran under nitrogen was added a small crystal of iodine and 10 drops of 1,2 dibromoethane. After small bubbles began to form, the reaction was stirred and heated to reflux for 4 hours. After cooling to room temperature, 1-benzyl-4-(1 cyanocyclohexyl)piperazine (1 g) was added. After 23 hours, the reaction was filtered, 20 mL saturated aqueous ammonium chloride was added and the mixture was extracted with diethyl ether... Starting materials: Cl.C(C)NC([C@H]1N(CCC1)C([C@@H](NC([C@@H](NC([C@H](NC([C@@H](NC([C@@H](NC([C@@H](NC([C@@H](NC(=O)OCC1=CC=CC=C1)CCC(N)=O)=O)CC1=CNC2=CC=CC=C12)=O)CO)=O)CC1=CC=C(C=C1)O)=O)C)=O)CC(C)C)=O)CCCNC(N)=N)=O)=O (Nα -benzyloxycarbonyl-L-glutaminyl-L-tryptophyl-L-seryl-L-tyrosyl-D-alanyl-L-leucyl-L-arginyl-L-proline N-ethylamide, hydrochloride), C(C)(=O)[O-] (acetate). The solvent is O (water). Yields the product C(C)NC([C@H]1N(CCC1)C([C@@H](NC([C@@H](NC([C@H](NC([C@@H](NC([C@@H](NC([C@@H](NC([C@@H](NC(=O)OCC1=CC=CC=C1)CCC(N)=O)=O)CC1=CNC2=CC=CC=C12)=O)CO)=O)CC1=CC=C(C=C1)O)=O)C)=O)CC(C)C)=O)CCCNC(N)=N)=O)=O (Nα -Benzyloxycarbonyl-L-glutaminyl-L-tryptophyl-L-seryl-L-tyrosyl-D-alanyl-L-leucyl-L-arginyl-L-proline N-ethylamide). As a reaction SMILES: Cl.[CH2:2]([NH:4][C:5](=[O:86])[C@@H:6]1[CH2:10][CH2:9][CH2:8][N:7]1[C:11](=[O:85])[C@H:12]([CH2:78][CH2:79][CH2:80][NH:81][C:82](=[NH:84])[NH2:83])[NH:13][C:14](=[O:77])[C@H:15]([CH2:73][CH:74]([CH3:76])[CH3:75])[NH:16][C:17](=[O:72])[C@@H:18]([CH3:71])[NH:19][C:20](=[O:70])[C@H:21]([CH2:62][C:63]1[CH:68]=[CH:67][C:66]([OH:69])=[CH:65][CH:64]=1)[NH:22][C:23](=[O:61])[C@H:24]([CH2:59][OH:60])[NH:25][C:26](=[O:58])[C@H:27]([CH2:48][C:49]1[C:57]2[C:52](=[CH:53][CH:54]=[CH:55][CH:56]=2)[NH:51][CH:50]=1)[NH:28][C:29](=[O:47])[C@H:30]([CH2:42][CH2:43][C:44](=[O:46])[NH2:45])[NH:31][C:32]([O:34][CH2:35][C:36]1[CH:41]=[CH:40][CH:39]=[CH:38][CH:37]=1)=[O:33])[CH3:3].C([O-])(=O)C>O>[CH2:2]([NH:4][C:5](=[O:86])[C@@H:6]1[CH2:10][CH2:9][CH2:8][N:7]1[C:11](=[O:85])[C@H:12]([CH2:78][CH2:79][CH2:80][NH:81][C:82](=[NH:83])[NH2:84])[NH:13][C:14](=[O:77])[C@H:15]([CH2:73][CH:74]([CH3:76])[CH3:75])[NH:16][C:17](=[O:72])[C@@H:18]([CH3:71])[NH:19][C:20](=[O:70])[C@H:21]([CH2:62][C:63]1[CH:64]=[CH:65][C:66]([OH:69])=[CH:67][CH:68]=1)[NH:22][C:23](=[O:61])[C@H:24]([CH2:59][OH:60])[NH:25][C:26](=[O:58])[C@H:27]([CH2:48][C:49]1[C:57]2[C:52](=[CH:53][CH:54]=[CH:55][CH:56]=2)[NH:51][CH:50]=1)[NH:28][C:29](=[O:47])[C@H:30]([CH2:42][CH2:43][C:44](=[O:46])[NH2:45])[NH:31][C:32]([O:34][CH2:35][C:36]1[CH:41]=[CH:40][CH:39]=[CH:38][CH:37]=1)=[O:33])[CH3:3] |f:0.1|. Procedure details: A solution of 100 mg. of Nα -benzyloxycarbonyl-L-glutaminyl-L-tryptophyl-L-seryl-L-tyrosyl-D-alanyl-L-leucyl-L-arginyl-L-proline N-ethylamide, hydrochloride in a minimal amount of water, 40 to 50 ml., is put on a column of Dowex 1×2 (acetate form) 1.2×37 cm. The material is then eluted with water (150 ml.) and the fractions lyophilized and the Nα -benzyloxycarbonyl-L-glutaminyl-L-tryptophyl-L-seryl-L-tyrosyl-D-alanyl-L-leucyl-L-arginyl-L-proline N-ethylamide acetic acid salt examined by ultravio... Starting materials: ClC1=NC=C(C2=CC=C(C=C12)F)OC1CC1 (1-chloro-7-fluoro-4-cyclopropoxyisoquinolin), [F-].[Cs+] (cesium fluoride). Solvent: O (water), CS(=O)C (DMSO). Reaction conditions: temperature 145 celsius. Product: FC1=NC=C(C2=CC=C(C=C12)F)OC1CC1 (1,7-difluoro-4-cyclopropoxyisoquinoline). Isolated yield 67.1%. RXN SMILES: Cl[C:2]1[C:11]2[C:6](=[CH:7][CH:8]=[C:9]([F:12])[CH:10]=2)[C:5]([O:13][CH:14]2[CH2:16][CH2:15]2)=[CH:4][N:3]=1.[F-:17].[Cs+]>CS(C)=O.O>[F:17][C:2]1[C:11]2[C:6](=[CH:7][CH:8]=[C:9]([F:12])[CH:10]=2)[C:5]([O:13][CH:14]2[CH2:16][CH2:15]2)=[CH:4][N:3]=1 |f:1.2|. Procedure: To a solution of 1-chloro-7-fluoro-4-cyclopropoxyisoquinolin (0.24 g, 1.01 mmol) in DMSO (2 ml) was added cesium fluoride (0.38 g 2.52 mmol) at room temperature. The reaction vessel (Pressure tube) was sealed and heated at 145° C. for 18 h. The reaction mass was diluted with water and extracted with ethyl acetate. The combined organic layer was dried over anhydrous Na2SO4 and evaporated under reduced pressure to get crude compound. The crude compound was purified by silica gel chromatography to ... Starting materials: CC(C)([O-])C.[K+] (Potassium t-butoxide), ice, ClC1=C(C(=O)O)C=CC=N1 (2-chloronicotinic acid), COCCO (2-methoxyethanol). Product: COCCOC1=NC=CC=C1C(=O)O (2-(2-Methoxyethoxy)pyridine-3-carboxylic acid). Yield: 81.0%. Reaction SMILES: CC(C)([O-])C.[K+].Cl[C:8]1[N:16]=[CH:15][CH:14]=[CH:13][C:9]=1[C:10]([OH:12])=[O:11].[CH3:17][O:18][CH2:19][CH2:20][OH:21]>>[CH3:17][O:18][CH2:19][CH2:20][O:21][C:8]1[C:9]([C:10]([OH:12])=[O:11])=[CH:13][CH:14]=[CH:15][N:16]=1 |f:0.1|. Procedure details: Potassium t-butoxide (45.0 g, 0.40 mol) was added portion-wise to ice-cold 2-methoxyethanol (175 ml), and the resulting solution added to a suspension of 2-chloronicotinic acid (30.0 g, 0.19 mol) in 2-methoxyethanol (175 ml). The reaction mixture was heated under reflux for 26 hours, then cooled and concentrated under reduced pressure. The residue was diluted with water (200 ml), the pH of the solution adjusted to 5 using concentrated hydrochloric acid, and extracted with dichloromethane (3×). T... Starting materials: ClC1=C(C#N)C(=CC=C1)C (2-chloro-6-methylbenzonitrile), BrN1C(CCC1=O)=O (N-bromosuccinimide), N(=NC(C#N)(C)C)C(C#N)(C)C (azobisisobutyronitrile). Solvent: ClCCl (dichloromethane), C(Cl)(Cl)(Cl)Cl (carbon tetrachloride). Product: BrCC1=C(C#N)C(=CC=C1)Cl (2-(bromomethyl)-6-chlorobenzonitrile). The yield is 46.7%. RXN SMILES: [Cl:1][C:2]1[CH:9]=[CH:8][CH:7]=[C:6]([CH3:10])[C:3]=1[C:4]#[N:5].[Br:11]N1C(=O)CCC1=O.N(C(C)(C)C#N)=NC(C)(C)C#N>C(Cl)(Cl)(Cl)Cl.ClCCl>[Br:11][CH2:10][C:6]1[CH:7]=[CH:8][CH:9]=[C:2]([Cl:1])[C:3]=1[C:4]#[N:5]. Procedure details: To a solution of 2-chloro-6-methylbenzonitrile (2.0 g, 13 mmol) and N-bromosuccinimide (2.6 g, 15 mmol) in carbon tetrachloride (20 mL) was added azobisisobutyronitrile (0.20 g, 1.2 mmol). The mixture was refluxed for 3 h and then cooled, diluted with dichloromethane and washed with water and brine. The organic phase was dried over anhydrous sodium sulfate, filtered, and concentrated in vacuo. The resultant oil was purified via flash column chromatography (ethyl acetate:hexane, 0:100 to 30:70) t... Starting materials: COC(CCCCCC=C1C(CCC1)=O)=O (7-(2-Oxo-cyclopentylidene)-heptanoic acid methyl ester), Cl (hydrochloric acid), C(C)(=O)OCC (ethyl acetate), C([O-])(O)=O.[Na+] (sodium bicarbonate). Run in CO (methanol). Yields the product COC(CCCCC(C)C1=CCCC1=O)=O (6-(5-Oxo-cyclopent-1-enyl)-heptanoic acid methyl ester). RXN SMILES: COC(=O)CC[CH2:6][CH2:7][CH2:8][CH:9]=[C:10]1[CH2:14][CH2:13][CH2:12][C:11]1=[O:15].Cl.[C:18](=O)(O)[O-].[Na+].[C:23]([O:26][CH2:27]C)(=[O:25])[CH3:24]>CO>[CH3:27][O:26][C:23](=[O:25])[CH2:24][CH2:6][CH2:7][CH2:8][CH:9]([C:10]1[C:11](=[O:15])[CH2:12][CH2:13][CH:14]=1)[CH3:18] |f:2.3|. Reported procedure: To a solution of 6-(2-oxo-cyclopentylidene)-heptanoic acid methyl ester obtained in Step B in methanol (1000 mL) was added concentrated hydrochloric acid (100 mL) and the reaction was heated at reflux for 20 h. The reaction mixture was cooled and was diluted with ethyl acetate. The organic solution was neutralized with aqueous sodium bicarbonate, dried (magnesium sulfate), filtered, and concentrated. Purification by distillation (145-155° C. at about 0.2 mmHg) provided 40 g of the title compound... The reactants are C([O-])([O-])=O.[Na+].[Na+] (Sodium carbonate), Br.S1C2=C(C=C1C=1N3C(SC1)=NCC3)C=CC=C2 (3-(benzo[b]thiophen-2-yl)-5,6-dihydroimidazo[2,1-b]thiazole hydrobromide). Solvent: ClCCl (dichloromethane), O (water). Conditions: time 3 hour. Yields the product S1C2=C(C=C1C=1N3C(SC1)=NCC3)C=CC=C2 (3-(benzo[b]thiophen-2-yl)-5,6-dihydroimidazo[2,1-b]thiazole). Isolated yield 90.5%. RXN SMILES: C(=O)([O-])[O-].[Na+].[Na+].Br.[S:8]1[C:12]([C:13]2[N:14]3[CH2:20][CH2:19][N:18]=[C:15]3[S:16][CH:17]=2)=[CH:11][C:10]2[CH:21]=[CH:22][CH:23]=[CH:24][C:9]1=2>ClCCl.O>[S:8]1[C:12]([C:13]2[N:14]3[CH2:20][CH2:19][N:18]=[C:15]3[S:16][CH:17]=2)=[CH:11][C:10]2[CH:21]=[CH:22][CH:23]=[CH:24][C:9]1=2 |f:0.1.2,3.4|. Procedure details: Sodium carbonate (9.29 g) was added at 0° C. to a stirred suspension of 3-(benzo[b]thiophen-2-yl)-5,6-dihydroimidazo[2,1-b]thiazole hydrobromide (19.0 g) in a mixture of dichloromethane (300 ml) and water (300 ml). The mixture was stirred at ambient temperature for 3 hours, then the organic phase was separated, washed with water (200 ml) and saturated aqueous sodium chloride solution (200 ml), dried (Na2SO4) and the solvents were removed in vacuo to give 3-(benzo[b]thiophen-2-yl)-5,6-dihydroimid... Starting materials: CN(C)C=O, Clc1ccc2nncn2n1, [H-], [Na+], O, OCCCN1CCN(C(c2ccccc2)c2ccccc2)CC1. The product is c1ccc(C(c2ccccc2)N2CCN(CCCOc3ccc4nncn4n3)CC2)cc1. RXN SMILES: [CH3:37][N:38]([CH3:39])[CH:40]=[O:41].[Cl:26][c:27]1[cH:28][cH:29][c:30]2[n:31]([n:32]1)[cH:33][n:34][n:35]2.[H-:24].[Na+:25].[OH2:36].[c:1]1([CH:7]([N:8]2[CH2:9][CH2:10][N:11]([CH2:14][CH2:15][CH2:16][OH:17])[CH2:12][CH2:13]2)[c:18]2[cH:19][cH:20][cH:21][cH:22][cH:23]2)[cH:2][cH:3][cH:4][cH:5][cH:6]1>>[c:1]1([CH:7]([N:8]2[CH2:9][CH2:10][N:11]([CH2:14][CH2:15][CH2:16][O:17][c:27]3[cH:28][cH:29][c:30]4[n:31]([n:32]3)[cH:33][n:34][n:35]4)[CH2:12][CH2:13]2)[c:18]2[cH:19][cH:20][cH:21][cH:22][cH:23]2)[cH:2][cH:3][cH:4][cH:5][cH:6]1. Reactants: Cn1ccc(N)n1, CCO, Clc1ncc(Cl)c(Cl)n1, [Na+], [Na+], O=C([O-])[O-]. The product is Cn1ccc(Nc2nc(Cl)ncc2Cl)n1. Reaction SMILES: [CH3:1][n:2]1[n:3][c:4]([NH2:7])[cH:5][cH:6]1.[CH3:23][CH2:24][OH:25].[Cl:8][c:9]1[n:10][cH:11][c:12]([Cl:16])[c:13]([Cl:15])[n:14]1.[Na+:17].[Na+:18].[O-:19][C:20](=[O:21])[O-:22]>>[CH3:1][n:2]1[n:3][c:4]([NH:7][c:13]2[c:12]([Cl:16])[cH:11][n:10][c:9]([Cl:8])[n:14]2)[cH:5][cH:6]1. Reactants: OC=1C=CC(=NC1)CC(C)=O (5-hydroxy-2-pyridylacetone), Cl.NO (hydroxylamine hydrochloride). Solvent: C(C)O (ethanol). The product is Cl.N(O)=C(CC1=NC=C(C=C1)O)C (2-(2-oximinopropyl)-5-pyridinol hydrochloride). Reaction SMILES: [OH:1][C:2]1[CH:3]=[CH:4][C:5]([CH2:8][C:9](=O)[CH3:10])=[N:6][CH:7]=1.[ClH:12].[NH2:13][OH:14]>C(O)C>[ClH:12].[N:13](=[C:9]([CH3:10])[CH2:8][C:5]1[CH:4]=[CH:3][C:2]([OH:1])=[CH:7][N:6]=1)[OH:14] |f:1.2,4.5|. Procedure: The starting material is prepared as follows: The mixture of 8.64 g of 5-hydroxy-2-pyridylacetone, 4.08 g of hydroxylamine hydrochloride and 170 ml of anhydrous ethanol is refluxed for 64 hours and evaporated. The residue is taken up in the minimum amount of ethanol, the solution filtered and the filtrate evaporated, to yield the 2-(2-oximinopropyl)-5-pyridinol hydrochloride melting at 141°-145°.